From a dataset of the Open Reaction Database (ORD), a public repository of structured organic reaction records. describe an organic reaction: reactants, conditions, products, and yield Starting materials: FC=1C=C(C=CC1C(F)(F)F)NC(C)=O (N-(3-fluoro-4-trifluoromethyl-phenyl)-acetamide), S(O)(O)(=O)=O (sulfuric acid), [N+](=O)([O-])[O-].[K+] (potassium nitrate), S(O)(O)(=O)=O (sulfuric acid), ice water. Conditions: temperature 0 celsius, time 1 hour. Product: FC=1C(=CC(=C(C1)NC(C)=O)[N+](=O)[O-])C(F)(F)F (N-(5-Fluoro-2-nitro-4-trifluoromethyl-phenyl)-acetamide). Isolated yield 81.2%. As a reaction SMILES: [F:1][C:2]1[CH:3]=[C:4]([NH:12][C:13](=[O:15])[CH3:14])[CH:5]=[CH:6][C:7]=1[C:8]([F:11])([F:10])[F:9].S(=O)(=O)(O)O.[N+:21]([O-])([O-:23])=[O:22].[K+]>>[F:1][C:2]1[C:7]([C:8]([F:11])([F:10])[F:9])=[CH:6][C:5]([N+:21]([O-:23])=[O:22])=[C:4]([NH:12][C:13](=[O:15])[CH3:14])[CH:3]=1 |f:2.3|. Reported procedure: To a vigorously stirred solution of N-(3-fluoro-4-trifluoromethyl-phenyl)-acetamide (0.663 g, 3.00 mmol) and sulfuric acid (3 mL) was added dropwise a solution of potassium nitrate (0.607 g, 6.00 mmol) and conc. sulfuric acid (3 mL) at 0° C. The reaction mixture was stirred for 1 h at 0° C. and then slowly pipetted into ice/water with stirring. The resulting precipitate was collected and dried in vacuo to yield the titled compound (0.648 g, 81% yield) as a single regioisomer. The compound did no... The reactants are CN1CCOC2=C(C1)C=C(C=C2)[N+](=O)[O-] (4-Methyl-7-nitro-2,3,4,5-tetrahydro-1,4-benzoxazepine). The solvent is CO (methanol), [Pd] (Pd-C). The product is CN1CCOC2=C(C1)C=C(C=C2)N (4-Methyl-2,3,4,5-tetrahydro-1,4-benzoxazepin-7-ylamine). RXN SMILES: [CH3:1][N:2]1[CH2:8][C:7]2[CH:9]=[C:10]([N+:13]([O-])=O)[CH:11]=[CH:12][C:6]=2[O:5][CH2:4][CH2:3]1>CO.[Pd]>[CH3:1][N:2]1[CH2:8][C:7]2[CH:9]=[C:10]([NH2:13])[CH:11]=[CH:12][C:6]=2[O:5][CH2:4][CH2:3]1. Reported procedure: 4-Methyl-7-nitro-2,3,4,5-tetrahydro-1,4-benzoxazepine (1.52 g, 6.0 mmol) was dissolved in methanol (100 ml) and hydrogenated at 50 psi in the presence of a catalytic quantity of 10% Pd-C. After 1 h the mixture was filtered through glass and evaporated to an oil which was used immediately in the next step. Starting materials: [N+](=O)([O-])C=1C=C(NC(C2=CC=C(C=C2)N(C)C)=O)C=CC1[N+](=O)[O-] (3,4-dinitro-N-(4-dimethylaminobenzoyl)aniline), O1CCOC2=C1C=CC(=C2)C=O (benzo[1,4]dioxane-6-carboxaldehyde). The product is O1C2=C(OCC1)C=C(C=C2)C2=NC1=C(N2)C=CC(=C1)NC(C1=CC=C(C=C1)N(C)C)=O (N-(2-(2,3-dihydrobenzo[b][1,4]dioxin-6-yl)-1H-benzo[d]imidazol-5-yl)-4-(dimethylamino)benzamide). Reaction SMILES: [N+:1]([C:4]1[CH:5]=[C:6]([CH:19]=[CH:20][C:21]=1[N+:22]([O-])=O)[NH:7][C:8](=[O:18])[C:9]1[CH:14]=[CH:13][C:12]([N:15]([CH3:17])[CH3:16])=[CH:11][CH:10]=1)([O-])=O.[O:25]1[C:30]2[CH:31]=[CH:32][C:33]([CH:35]=O)=[CH:34][C:29]=2[O:28][CH2:27][CH2:26]1>>[O:25]1[CH2:26][CH2:27][O:28][C:29]2[CH:34]=[C:33]([C:35]3[NH:22][C:21]4[CH:20]=[CH:19][C:6]([NH:7][C:8](=[O:18])[C:9]5[CH:14]=[CH:13][C:12]([N:15]([CH3:17])[CH3:16])=[CH:11][CH:10]=5)=[CH:5][C:4]=4[N:1]=3)[CH:32]=[CH:31][C:30]1=2. Procedure details: Compound 184 was prepared according to the procedure similar to that described in Scheme III from 3,4-dinitro-N-(4-dimethylaminobenzoyl)aniline and benzo[1,4]dioxane-6-carboxaldehyde. [M+H]+ calcd for C24H22N4O3: 415.17; found: 415.47. Starting materials: CC(C)Oc1ccc(COc2ccc3c(c2)c(I)c2n3CCC2CC(=O)OC(C)(C)C)cc1C#N, CS(=O)[O-], CN1CCCC1=O, [Cu]I, [Na+]. Yields the product CC(C)Oc1ccc(COc2ccc3c(c2)c(S(C)(=O)=O)c2n3CCC2CC(=O)OC(C)(C)C)cc1C#N. RXN SMILES: [C:1](#[N:2])[c:3]1[cH:4][c:5]([CH2:6][O:7][c:8]2[cH:9][c:10]3[c:11]([I:28])[c:12]4[n:13]([c:14]3[cH:15][cH:16]2)[CH2:17][CH2:18][CH:19]4[CH2:20][C:21](=[O:22])[O:23][C:24]([CH3:25])([CH3:26])[CH3:27])[cH:29][cH:30][c:31]1[O:32][CH:33]([CH3:34])[CH3:35].[CH3:36][S:37](=[O:38])[O-:39].[CH3:41][N:42]1[CH2:43][CH2:44][CH2:45][C:46]1=[O:47].[Cu:48][I:49].[Na+:40]>>[C:1](#[N:2])[c:3]1[cH:4][c:5]([CH2:6][O:7][c:8]2[cH:9][c:10]3[c:11]([S:37]([CH3:36])(=[O:38])=[O:39])[c:12]4[n:13]([c:14]3[cH:15][cH:16]2)[CH2:17][CH2:18][CH:19]4[CH2:20][C:21](=[O:22])[O:23][C:24]([CH3:25])([CH3:26])[CH3:27])[cH:29][cH:30][c:31]1[O:32][CH:33]([CH3:34])[CH3:35].